Dataset: the Open Reaction Database (ORD), a public repository of structured organic reaction records. Task: describe an organic reaction: reactants, conditions, products, and yield Reactants: CN, COC(=O)CC(c1cccc(OC)c1)c1ccc2cc[nH]c2c1, Cl, Cl, c1ccccc1. Yields the product CNC(=O)CC(c1cccc(OC)c1)c1ccc2cc[nH]c2c1. RXN SMILES: [CH3:1][NH2:2].[CH3:4][O:5][C:6]([CH2:7][CH:8]([c:9]1[cH:10][c:11]([O:15][CH3:16])[cH:12][cH:13][cH:14]1)[c:17]1[cH:18][cH:19][c:20]2[cH:21][cH:22][nH:23][c:24]2[cH:25]1)=[O:26].[ClH:33].[ClH:3].[cH:27]1[cH:28][cH:29][cH:30][cH:31][cH:32]1>>[CH3:1][NH:2][C:6]([CH2:7][CH:8]([c:9]1[cH:10][c:11]([O:15][CH3:16])[cH:12][cH:13][cH:14]1)[c:17]1[cH:18][cH:19][c:20]2[cH:21][cH:22][nH:23][c:24]2[cH:25]1)=[O:26].